From a dataset of the Open Reaction Database (ORD), a public repository of structured organic reaction records. describe an organic reaction: reactants, conditions, products, and yield Starting materials: OC(CC(=O)C=1C2(CCCC2)CC=CC1C)C (3-hydroxy-1-(7-methylspiro[4.5]deca-6,8-dien-6-yl)butan-1-one), C(C)(=O)OC(C)=O (acetic anhydride), C(C)(=O)[O-].[Na+] (sodium acetate). Yields the product CC1=C(C2(CCCC2)CC=C1)C(\C=C\C)=O ((E)-1-(7-Methylspiro[4.5]deca-6,8-dien-6-yl)but-2-en-1-one). The yield is 69.0%. As a reaction SMILES: O[CH:2]([CH3:17])[CH2:3][C:4]([C:6]1[C:7]2([CH2:12][CH:13]=[CH:14][C:15]=1[CH3:16])[CH2:11][CH2:10][CH2:9][CH2:8]2)=[O:5].C(OC(=O)C)(=O)C.C([O-])(=O)C.[Na+]>>[CH3:16][C:15]1[CH:14]=[CH:13][CH2:12][C:7]2([CH2:11][CH2:10][CH2:9][CH2:8]2)[C:6]=1[C:4](=[O:5])/[CH:3]=[CH:2]/[CH3:17] |f:2.3|. Procedure: Prepared in 69% yield from 3-hydroxy-1-(7-methylspiro[4.5]deca-6,8-dien-6-yl)butan-1-one (1.88 g, 8.0 mmol), acetic anhydride (1.6 ml) and sodium acetate (0.72 g) as described in Example 10. Boiling point: 120° C. (0.09 mbar). The reactants are CC(C=CCCCCCCCCCCCCCCC(=O)OC)CC (methyl 18-methyl-16-eicosenoate), [H][H] (hydrogen). Reagents/catalysts: [Pt]=O (platinum oxide). Run in C(C)(=O)O (acetic acid). Yields the product CC(CCCCCCCCCCCCCCCCC(=O)OC)CC (methyl 18-methyleicosanoate). Isolated yield 56.3%. RXN SMILES: [CH3:1][CH:2]([CH2:23][CH3:24])[CH:3]=[CH:4][CH2:5][CH2:6][CH2:7][CH2:8][CH2:9][CH2:10][CH2:11][CH2:12][CH2:13][CH2:14][CH2:15][CH2:16][CH2:17][CH2:18][C:19]([O:21][CH3:22])=[O:20].[H][H]>[Pt]=O.C(O)(=O)C>[CH3:1][CH:2]([CH2:23][CH3:24])[CH2:3][CH2:4][CH2:5][CH2:6][CH2:7][CH2:8][CH2:9][CH2:10][CH2:11][CH2:12][CH2:13][CH2:14][CH2:15][CH2:16][CH2:17][CH2:18][C:19]([O:21][CH3:22])=[O:20]. Procedure details: 5.3 gm of methyl 18-methyl-16-eicosenoate charged into an autoclave together with 0.3 gm of platinum oxide and 30 ml of acetic acid were reduced under 100 atm hydrogen pressure at 100° C. for 5 hours. After the reaction, the catalyst was removed by filtration and the solvent was evaporated to obtain 3 gm of methyl 18-methyleicosanoate, which was purified by flash column chromatography (chloroform). The product was dissolved into 150 ml of a 5% sodium hydroxide-ethanol solution and stirred at roo... The reactants are C(CCC)[NH-] (butylamide), anhydride, C([O-])(O)=O.[Na+] (sodium bicarbonate). Solvent: O1CCOCC1 (1,4-dioxane). Product: [Na+].[Na+].[Na+].[Na+].C(CCC)[NH-].C(CCC)[NH-].C(CCC)[NH-].C(CCC)[NH-] (butylamide tetrasodium salt), compound. As a reaction SMILES: [CH2:1]([NH-:5])[CH2:2][CH2:3][CH3:4].C(=O)(O)[O-].[Na+:10]>O1CCOCC1>[Na+:10].[Na+:10].[Na+:10].[Na+:10].[CH2:1]([NH-:5])[CH2:2][CH2:3][CH3:4].[CH2:1]([NH-:5])[CH2:2][CH2:3][CH3:4].[CH2:1]([NH-:5])[CH2:2][CH2:3][CH3:4].[CH2:1]([NH-:5])[CH2:2][CH2:3][CH3:4] |f:1.2,4.5.6.7.8.9.10.11|. Procedure details: Subsequently, to the above butylamide of S1 anhydride (160 mg) were added a sodium bicarbonate aqueous solution (NaHCOs 121 mg, water 20 mL) and 1,4-dioxane (20 mL), and the resultant was allowed to undergo a reaction at room temperature for 16 hours. After the reaction was completed, the solvent was removed under reduced pressure to afford butylamide tetrasodium salt of S1 compound (200 mg). The 1H-NMR and IR data of this compound were as shown below. From these data, the compound thus obtained... The reactants are N1=C(C=NC=C1)CNCCN (N-(2-pyrazinylmethyl)ethylenediamine), CSC(N[N+](=O)[O-])=N (S-methyl-N-nitroisothiourea). The product is [N+](=O)([O-])NC(=N)NCCNCC1=NC=CN=C1 (N-nitro-N'-[2-(2-pyrazinylmethylamino)ethyl]guanidine). As a reaction SMILES: [N:1]1[CH:6]=[CH:5][N:4]=[CH:3][C:2]=1[CH2:7][NH:8][CH2:9][CH2:10][NH2:11].CS[C:14](=[NH:19])[NH:15][N+:16]([O-:18])=[O:17]>>[N+:16]([NH:15][C:14]([NH:11][CH2:10][CH2:9][NH:8][CH2:7][C:2]1[CH:3]=[N:4][CH:5]=[CH:6][N:1]=1)=[NH:19])([O-:18])=[O:17]. Procedure details: Reacting N-(2-pyrazinylmethyl)ethylenediamine with S-methyl-N-nitroisothiourea by the procedure of Example 2(ii) gives N-nitro-N'-[2-(2-pyrazinylmethylamino)ethyl]guanidine. Similarly, from the same starting material, according to the procedure of Example 2(iii), there is produced N-methyl-N'-nitro-N"-[2-(2-pyrazinylmethylamino)ethyl]guanidine. The reactants are O=C1N(CN(C12CCNCC2)C2=CC=CC=C2)CC=2C=C(C(=O)OC(C)(C)C)C=CC2 (tert-Butyl 3-((4-oxo-1-phenyl-1,3,8-triazaspiro[4.5]decan-3-yl)methyl)benzoate), CON=C(CCCI)C1=CC=C(C=C1)F (1-(4-fluorophenyl)-4-iodobutan-1-one O-methyl oxime), C([O-])([O-])=O.[K+].[K+] (potassium carbonate). The solvent is CN(C=O)C (N,N-dimethylformamide), C(C)(=O)OCC (ethyl acetate). Yields the product FC1=CC=C(C=C1)C(CCCN1CCC2(C(N(CN2C2=CC=CC=C2)CC=2C=C(C(=O)OC(C)(C)C)C=CC2)=O)CC1)=NOC (tert-butyl 3-((8-(4-(4-fluorophenyl)-4-(methoxyimino)butyl)-4-oxo-1-phenyl-1,3,8-triazaspiro[4.5]decan-3-yl)methyl)benzoate). Isolated yield 76.8%. RXN SMILES: [O:1]=[C:2]1[C:6]2([CH2:11][CH2:10][NH:9][CH2:8][CH2:7]2)[N:5]([C:12]2[CH:17]=[CH:16][CH:15]=[CH:14][CH:13]=2)[CH2:4][N:3]1[CH2:18][C:19]1[CH:20]=[C:21]([CH:29]=[CH:30][CH:31]=1)[C:22]([O:24][C:25]([CH3:28])([CH3:27])[CH3:26])=[O:23].[CH3:32][O:33][N:34]=[C:35]([C:40]1[CH:45]=[CH:44][C:43]([F:46])=[CH:42][CH:41]=1)[CH2:36][CH2:37][CH2:38]I.C(=O)([O-])[O-].[K+].[K+]>CN(C)C=O.C(OCC)(=O)C>[F:46][C:43]1[CH:42]=[CH:41][C:40]([C:35](=[N:34][O:33][CH3:32])[CH2:36][CH2:37][CH2:38][N:9]2[CH2:10][CH2:11][C:6]3([N:5]([C:12]4[CH:13]=[CH:14][CH:15]=[CH:16][CH:17]=4)[CH2:4][N:3]([CH2:18][C:19]4[CH:20]=[C:21]([CH:29]=[CH:30][CH:31]=4)[C:22]([O:24][C:25]([CH3:28])([CH3:26])[CH3:27])=[O:23])[C:2]3=[O:1])[CH2:7][CH2:8]2)=[CH:45][CH:44]=1 |f:2.3.4|. Reported procedure: tert-Butyl 3-((4-oxo-1-phenyl-1,3,8-triazaspiro[4.5]decan-3-yl)methyl)benzoate (0.25 g, 0.593 mmol), 1-(4-fluorophenyl)-4-iodobutan-1-one O-methyl oxime (0.19 g, 0.593 mmol), and potassium carbonate (0.12 g, 0.890 mmol) in N,N-dimethylformamide (8 mL) were stirred at 65° C. for 2 hours. The reaction was diluted with ethyl acetate, washed with water and brine, dried (MgSO4), and evaporated. The residue was purified by PTLC (5% methanol/dichloromethane) to give product as an oil (0.28 g, 78%); MS ...